Dataset: the Open Reaction Database (ORD), a public repository of structured organic reaction records. Task: describe an organic reaction: reactants, conditions, products, and yield The reactants are CCOC(=O)C (EtOAc), C1(CC1)CN1S(N(C2=C1C=CC(=C2)C=2C=C(CNC(OC(C)(C)C)=O)C=CC2)C)(=O)=O (tert-butyl {3-[1-(cyclopropylmethyl)-3-methyl-2,2-dioxido-1,3-dihydro-2,1,3-benzothiadiazol-5-yl]benzyl}carbamate), C(Cl)Cl (DCM), Cl (HCl). Run in CO (MeOH). The product is Cl.C1(CC1)CN1S(N(C2=C1C=CC(=C2)C=2C=C(C=CC2)CN)C)(=O)=O (1-{3-[1-(cyclopropylmethyl)-3-methyl-2,2-dioxido-1,3-dihydro-2,1,3-benzothiadiazol-5-yl]phenyl}methanamine hydrochloride). As a reaction SMILES: [CH:1]1([CH2:4][N:5]2[C:9]3[CH:10]=[CH:11][C:12]([C:14]4[CH:15]=[C:16]([CH:26]=[CH:27][CH:28]=4)[CH2:17][NH:18]C(=O)OC(C)(C)C)=[CH:13][C:8]=3[N:7]([CH3:29])[S:6]2(=[O:31])=[O:30])[CH2:3][CH2:2]1.C(Cl)[Cl:33].Cl.CCOC(C)=O>CO>[ClH:33].[CH:1]1([CH2:4][N:5]2[C:9]3[CH:10]=[CH:11][C:12]([C:14]4[CH:15]=[C:16]([CH2:17][NH2:18])[CH:26]=[CH:27][CH:28]=4)=[CH:13][C:8]=3[N:7]([CH3:29])[S:6]2(=[O:30])=[O:31])[CH2:3][CH2:2]1 |f:5.6|. Procedure: To a round bottom flask was added tert-butyl {3-[1-(cyclopropylmethyl)-3-methyl-2,2-dioxido-1,3-dihydro-2,1,3-benzothiadiazol-5-yl]benzyl}carbamate (23-1) (0.250 g, 0.564 mmol), DCM (2 mL), MeOH (2 mL), and finally a saturated solution of HCl in EtOAc (4N) (0.705 mL, 2.82 mmol). The reaction mixture was then capped and permitted to stir at room temperature for an hour at which point it was concentrated to give 1-{3-[1-(cyclopropylmethyl)-3-methyl-2,2-dioxido-1,3-dihydro-2,1,3-benzothiadiazol-5-y... The reactants are OCC1=CC=C(C=C1)O (4-hydroxymethylphenol), [Si](C)(C)(C(C)(C)C)Cl (tert-butyldimethylsilyl chloride), N1C=NC=C1 (imidazole), CN(C=O)C (dimethylformamide). Solvent: O (water). Reaction conditions: time 12 hour. Yields the product O([Si](C)(C)C(C)(C)C)CC1=CC=C(C=C1)O (4-Tert-butyldimethylsiloxymethylphenol). As a reaction SMILES: [OH:1][CH2:2][C:3]1[CH:8]=[CH:7][C:6]([OH:9])=[CH:5][CH:4]=1.[Si:10](Cl)([C:13]([CH3:16])([CH3:15])[CH3:14])([CH3:12])[CH3:11].N1C=CN=C1.CN(C)C=O>O>[O:1]([CH2:2][C:3]1[CH:8]=[CH:7][C:6]([OH:9])=[CH:5][CH:4]=1)[Si:10]([C:13]([CH3:16])([CH3:15])[CH3:14])([CH3:12])[CH3:11]. Procedure details: A mixture of 1.24 g (0.01 mole) of 4-hydroxymethylphenol, 1.8 g (0.012 mole) of tert-butyldimethylsilyl chloride, 1.7 g (0.025 mole) of imidazole and 3 ml of dimethylformamide was stirred under nitrogen at room temperature for 12 h. The reaction mixture was poured into water and extracted with three portions of ether. Ether extracts were combined and washed successively with water and saturated NaCl solution and then dried (Na2SO4). The ether solution was concentrated in-vacuo and the resultant ... Starting materials: C(C1=CC=CC=C1)(C1=CC=CC=C1)N1C(CC1)C(C1=CC=CC=C1)=NC(C(F)(F)F)=O (1-benzhydryl-2-[α-(N-trifluoroacetylimino)benzyl]azetidine), ethereal solution, C[Li] (methyllithium). Solvent: CCOCC (ether). Reaction conditions: temperature 0 celsius, time 2 hour. Yields the product C(C1=CC=CC=C1)(C1=CC=CC=C1)N1C(CC1)C(C1=CC=CC=C1)NC(C(F)(F)F)=O (1-Benzhydryl-2-[α-(N-trifluoroacetylamino)benzyl]-azetidine). Reaction SMILES: [CH:1]([N:14]1[CH2:17][CH2:16][CH:15]1[C:18](=[N:25][C:26](=[O:31])[C:27]([F:30])([F:29])[F:28])[C:19]1[CH:24]=[CH:23][CH:22]=[CH:21][CH:20]=1)([C:8]1[CH:13]=[CH:12][CH:11]=[CH:10][CH:9]=1)[C:2]1[CH:7]=[CH:6][CH:5]=[CH:4][CH:3]=1.C[Li]>CCOCC>[CH:1]([N:14]1[CH2:17][CH2:16][CH:15]1[CH:18]([NH:25][C:26](=[O:31])[C:27]([F:30])([F:29])[F:28])[C:19]1[CH:20]=[CH:21][CH:22]=[CH:23][CH:24]=1)([C:8]1[CH:9]=[CH:10][CH:11]=[CH:12][CH:13]=1)[C:2]1[CH:7]=[CH:6][CH:5]=[CH:4][CH:3]=1. Reported procedure: Cool to 0° C a solution of 1.0 g. of 1-benzhydryl-2-[α-(N-trifluoroacetylimino)benzyl]azetidine (from step A) in 25 ml of ether. To this solution, add 1.3 ml of a 2 molar ethereal solution of methyllithium. Maintain the reaction mixture at 0° C for 1 hour, then allow to stand at room temperature for two hours. Cool the mixture in an ice bath and quench by careful dropwise addition of 45 ml of saturated aqueous ammonium chloride solution. Dilute the mixture with additional ether and water, separa... The reactants are C(C)(=O)NC1CN(CC1)CC1=CC=CC=C1 (3-acetylamino-1-benzylpyrrolidine), 55. The reagents and catalysts are [C].[Pd] (palladium-carbon). Solvent: C(C)O (ethanol), O (water). Yields the product C(C)(=O)NC1CNCC1 (3-acetylaminopyrrolidine). Isolated yield 97.9%. Reaction SMILES: [C:1]([NH:4][CH:5]1[CH2:9][CH2:8][N:7](CC2C=CC=CC=2)[CH2:6]1)(=[O:3])[CH3:2]>C(O)C.O.[C].[Pd]>[C:1]([NH:4][CH:5]1[CH2:9][CH2:8][NH:7][CH2:6]1)(=[O:3])[CH3:2] |f:3.4|. Reported procedure: To a solution of the above 3-acetylamino-1-benzylpyrrolidine (4.0 g) in ethanol (30 ml) was added 10% palladium-carbon (0.8 g) in water (1 ml). The mixture was shaken at room temperature for 22 hours under hydrogen pressure of 55 p.s.i. using Parr hydrogenator. The catalyst was filtered off and the solvent was distilled off under reduced pressure. The residue was dissolved in chloroform and dried over anydrous magnesium sulfate, followed by distilling off the solvent to give 3-acetylaminopyrroli... The reactants are CCCCC(CC)CCC(CC(C)C)OS(=O)(=O)[O-].[Na+] (Tergitol), solids, solids. Solvent: O (water). The product is C=CC=C.C=CC1=CC=CC=C1 (Styrene Butadiene). As a reaction SMILES: [CH3:1][CH2:2][CH2:3][CH2:4][CH:5]([CH2:8][CH2:9][CH:10](OS([O-])(=O)=O)[CH2:11][CH:12]([CH3:14])C)[CH2:6]C.[Na+]>O>[CH2:1]=[CH:2][CH:3]=[CH2:4].[CH2:14]=[CH:12][C:11]1[CH:6]=[CH:5][CH:8]=[CH:9][CH:10]=1 |f:0.1,3.4|. Procedure details: The material was prepared by dispersing 0.80 g Tergitol TMN-06 in 1481 g deionized water with an air mixer. To this was then added 1159 g of ground crystalline silicotitanate (150 g, 13.0% solids) (IONSIV IE 910) with agitation. Slowly to this was added 150.1 g Goodrite 1800×73 (39% solids, 58.5 g) with stirring. This mixture was mixed for 1 hour with an air mixer. The slurry was spray dried using a Niro Atomizer, (Serial number #2402) at 35 mL/min. Spray drying conditions were as follows: Yield: 79.3%. Yields the product ClC1=C(C=C(CO)C=C1)C (4-chloro-3-methylbenzyl alcohol). Reactants: ClC1=C(C=C(C(=O)OC)C=C1)C (4-Chloro-3-methylbenzoic acid, methyl ester), [H-].C(C(C)C)[Al+]CC(C)C (Diisobutylaluminum hydride). Procedure: 4-Chloro-3-methylbenzoic acid, methyl ester (Lancaster) (29 mmol, 5.40 g) was dissolved in methylene chloride (30 ml) and cooled to 0° C. Diisobutylaluminum hydride (1 M in toluene, 64 ml) was added slowly (over ca. 10 minutes). One hour after complete addition, the reaction was quenched with methanol (64 ml), then poured into ether (500 ml). This mixture was stirred at room temperature 1 hour, filtered through silica gel and Celite®, eluting with addition ether. Concentration afforded 4-chloro-... Run in C(Cl)Cl (methylene chloride). Reaction SMILES: [Cl:1][C:2]1[CH:11]=[CH:10][C:5]([C:6](OC)=[O:7])=[CH:4][C:3]=1[CH3:12].[H-].C([Al+]CC(C)C)C(C)C>C(Cl)Cl>[Cl:1][C:2]1[CH:11]=[CH:10][C:5]([CH2:6][OH:7])=[CH:4][C:3]=1[CH3:12] |f:1.2|. Reaction conditions: temperature 0 celsius, time 1 hour.